describe an organic reaction: reactants, conditions, products, and yield From a dataset of the Open Reaction Database (ORD), a public repository of structured organic reaction records. Reactants: CS(C)=O, CC(C)O, OCC1CCCNC1, FC(F)(F)c1c(-c2ccccc2)noc1-c1nc(-c2ccc(C3CO3)cc2)no1. Product: OCC1CCCN(CC(O)c2ccc(-c3noc(-c4onc(-c5ccccc5)c4C(F)(F)F)n3)cc2)C1. As a reaction SMILES: [CH3:38][S:39]([CH3:40])=[O:41].[CH3:42][CH:43]([OH:44])[CH3:45].[NH:30]1[CH2:31][CH:32]([CH2:36][OH:37])[CH2:33][CH2:34][CH2:35]1.[O:1]1[CH:2]([c:4]2[cH:5][cH:6][c:7](-[c:10]3[n:11][o:12][c:13](-[c:15]4[c:16]([C:26]([F:27])([F:28])[F:29])[c:17](-[c:20]5[cH:21][cH:22][cH:23][cH:24][cH:25]5)[n:18][o:19]4)[n:14]3)[cH:8][cH:9]2)[CH2:3]1>>[OH:1][CH:2]([CH2:3][N:30]1[CH2:31][CH:32]([CH2:36][OH:37])[CH2:33][CH2:34][CH2:35]1)[c:4]1[cH:5][cH:6][c:7](-[c:10]2[n:11][o:12][c:13](-[c:15]3[c:16]([C:26]([F:27])([F:28])[F:29])[c:17](-[c:20]4[cH:21][cH:22][cH:23][cH:24][cH:25]4)[n:18][o:19]3)[n:14]2)[cH:8][cH:9]1. The reactants are O=C([O-])[O-], COC(=O)Cc1ccc(O)c(Cl)c1, CC(CCOc1ccc(C(C)C(=O)O)cc1Cl)Oc1ccc2c(-c3ccccc3)noc2c1CC1CC1, CO, BrCCCOc1ccc2c(-c3ccccc3)noc2c1CC1CC1, [K+], [K+], [Li+], CN(C)C=O, [OH-], O. Yields the product Oc1ccc2c(-c3ccccc3)noc2c1CC1CC1. RXN SMILES: [C:14](=[O:15])([O-:16])[O-:17].[CH3:1][O:2][C:3](=[O:4])[CH2:5][c:6]1[cH:7][cH:8][c:9]([OH:10])[c:11]([Cl:12])[cH:13]1.[CH3:44][CH:45]([c:46]1[cH:47][cH:48][c:49]([O:50][CH2:51][CH2:52][CH:53]([O:54][c:55]2[cH:56][cH:57][c:58]3[c:59](-[c:60]4[cH:61][cH:62][cH:63][cH:64][cH:65]4)[n:66][o:67][c:68]3[c:69]2[CH2:70][CH:71]2[CH2:72][CH2:73]2)[CH3:74])[c:75]([Cl:76])[cH:77]1)[C:78]([OH:79])=[O:80].[CH3:88][OH:89].[CH:20]1([CH2:23][c:24]2[c:25]([O:39][CH2:40][CH2:41][CH2:42][Br:43])[cH:26][cH:27][c:28]3[c:29](-[c:33]4[cH:34][cH:35][cH:36][cH:37][cH:38]4)[n:30][o:31][c:32]23)[CH2:21][CH2:22]1.[K+:18].[K+:19].[Li+:81].[O:83]=[CH:84][N:85]([CH3:86])[CH3:87].[OH-:82].[OH2:90]>>[CH:20]1([CH2:23][c:24]2[c:25]([OH:39])[cH:26][cH:27][c:28]3[c:29](-[c:33]4[cH:34][cH:35][cH:36][cH:37][cH:38]4)[n:30][o:31][c:32]23)[CH2:21][CH2:22]1.